The task is: describe an organic reaction: reactants, conditions, products, and yield. This data is from the Open Reaction Database (ORD), a public repository of structured organic reaction records. Reactants: COC(=O)NN, CO, CN(C)CCc1c[nH]c2ccc(C=O)cc12. Yields the product COC(=O)NN=Cc1ccc2[nH]cc(CCN(C)C)c2c1. Reaction SMILES: [CH3:1][O:2][C:3](=[O:4])[NH:5][NH2:6].[CH3:23][OH:24].[CH3:7][N:8]([CH2:9][CH2:10][c:11]1[cH:12][nH:13][c:14]2[cH:15][cH:16][c:17]([CH:20]=[O:21])[cH:18][c:19]12)[CH3:22]>>[CH3:1][O:2][C:3](=[O:4])[NH:5][N:6]=[CH:20][c:17]1[cH:16][cH:15][c:14]2[nH:13][cH:12][c:11]([CH2:10][CH2:9][N:8]([CH3:7])[CH3:22])[c:19]2[cH:18]1. Starting materials: FC1=C(CO)C(=CC(=C1)O)F (2,6-difluoro-4-hydroxybenzyl alcohol), CC1=C(C(=NO1)C1=CC=CC=C1)CO ((5-methyl-3-phenyl-isoxazol-4-yl)-methanol), ClC(=O)N1[C@H](CN(C[C@H]1C)C(=O)OC(C)(C)C)C (1-chlorocarbonyl-cis-2,6-dimethyl-4-tert-butoxycarbonylpiperazine). Yields the product FC1=C(COC(=O)N2[C@H](CNC[C@H]2C)C)C(=CC(=C1)OCC=1C(=NOC1C)C1=CC=CC=C1)F (cis-2,6-Dimethyl-piperazine-1-carboxylic acid 2,6-difluoro-4-(5-methyl-3-phenyl-isoxazol-4-ylmethoxy)-benzyl ester), product. As a reaction SMILES: [F:1][C:2]1[CH:9]=[C:8]([OH:10])[CH:7]=[C:6]([F:11])[C:3]=1[CH2:4][OH:5].[CH3:12][C:13]1[O:17][N:16]=[C:15]([C:18]2[CH:23]=[CH:22][CH:21]=[CH:20][CH:19]=2)[C:14]=1[CH2:24]O.Cl[C:27]([N:29]1[C@H:34]([CH3:35])[CH2:33][N:32](C(OC(C)(C)C)=O)[CH2:31][C@@H:30]1[CH3:43])=[O:28]>>[F:1][C:2]1[CH:9]=[C:8]([O:10][CH2:24][C:14]2[C:15]([C:18]3[CH:19]=[CH:20][CH:21]=[CH:22][CH:23]=3)=[N:16][O:17][C:13]=2[CH3:12])[CH:7]=[C:6]([F:11])[C:3]=1[CH2:4][O:5][C:27]([N:29]1[C@H:34]([CH3:35])[CH2:33][NH:32][CH2:31][C@@H:30]1[CH3:43])=[O:28]. Reported procedure: cis-2,6-Dimethyl-piperazine-1-carboxylic acid 2,6-difluoro-4-(5-methyl-3-phenyl-isoxazol-4-ylmethoxy)-benzyl ester was prepared from 2,6-difluoro-4-hydroxybenzyl alcohol, (5-methyl-3-phenyl-isoxazol-4-yl)-methanol and 1-chlorocarbonyl-cis-2,6-dimethyl-4-tert-butoxycarbonylpiperazine according to the procedures described for Example 54 and 121 to give the product as a yellow oil: δH (400 MHz; d6-DMSO) 1.15 (6H, d, J 7.0 Hz), 2.53 (3H, s), 2.62 (2H, dd, J 12.0, 4.5 Hz), 2.68 (2H, d, J 12.0 Hz), 3.... Reactants: C(C)(=O)OCC (ethyl acetate), OC=1C=C(C(=O)NC2=NN(C=C2)C)C=C(C1)O[C@H](COC)C (3-hydroxy-5-[(1S)-2-methoxy-(1-methylethyl)oxy]-N-(1-methyl-1H-pyrazol-3-yl)benzamide), FC1=CC2=C(C(N(C(O2)(C)C)C)=O)C=C1 (7-fluoro-2,2,3-trimethyl-2,3-dihydro-4H-1,3-benzoxazin-4-one), C([O-])([O-])=O.[K+].[K+] (potassium carbonate). Run in C(C)#N (acetonitrile). Run at temperature 160 celsius, time 12 hour. The product is C[C@@H](COC)OC=1C=C(C(=O)NC2=NN(C=C2)C)C=C(C1)OC1=CC2=C(C(N(C(O2)(C)C)C)=O)C=C1 (3-{[(1S)-1-Methyl-2-(methyloxy)ethyl]oxy}-N-(1-methyl-1H-pyrazol-3-yl)-5-[(2,2,3-trimethyl-4-oxo-3,4-dihydro-2H-1,3-benzoxazin-7-yl)oxy]benzamide). Isolated yield 30.1%. RXN SMILES: [OH:1][C:2]1[CH:3]=[C:4]([CH:14]=[C:15]([O:17][C@@H:18]([CH3:22])[CH2:19][O:20][CH3:21])[CH:16]=1)[C:5]([NH:7][C:8]1[CH:12]=[CH:11][N:10]([CH3:13])[N:9]=1)=[O:6].F[C:24]1[CH:37]=[CH:36][C:27]2[C:28](=[O:35])[N:29]([CH3:34])[C:30]([CH3:33])([CH3:32])[O:31][C:26]=2[CH:25]=1.C(=O)([O-])[O-].[K+].[K+].C(OCC)(=O)C>C(#N)C>[CH3:22][C@H:18]([O:17][C:15]1[CH:14]=[C:4]([CH:3]=[C:2]([O:1][C:24]2[CH:37]=[CH:36][C:27]3[C:28](=[O:35])[N:29]([CH3:34])[C:30]([CH3:33])([CH3:32])[O:31][C:26]=3[CH:25]=2)[CH:16]=1)[C:5]([NH:7][C:8]1[CH:12]=[CH:11][N:10]([CH3:13])[N:9]=1)=[O:6])[CH2:19][O:20][CH3:21] |f:2.3.4|. Procedure: A mixture of 3-hydroxy-5-[(1S)-2-methoxy-(1-methylethyl)oxy]-N-(1-methyl-1H-pyrazol-3-yl)benzamide (0.25 g, 0.82 mmol), 7-fluoro-2,2,3-trimethyl-2,3-dihydro-4H-1,3-benzoxazin-4-one (172 mg, 0.82 mmol) and potassium carbonate (226 mg, 1.64 mmol) in acetonitrile (5 mL) was stirred in a microwave reactor at 160° C. for 12 hours. The mixture was reduced in vacuo and ethyl acetate (50 mL) added. The mixture was washed with water (50 mL), brine (50 mL), dried (MgSO4), and reduced in vacuo to give a br... Reactants: NC1=CC=C(C=CCN2CCC(CC2)=C2C3=C(C=CC4=C2C=CC=C4)C=CC=C3)C=C1 (1-(4-Aminocinnamyl)-4-(5H-dibenzo[a,d]cyclohepten-5-ylidene)piperidine), NC1=CC=C(C=CCN2CCC(CC2)=C2C3=C(C=CC4=C2C=CC=C4)C=CC=C3)C=C1 (1-(4-Aminocinnamyl)-4-(5H-dibenzo[a,d]cyclohepten-5-ylidene)piperidine), C(C)(=O)OC(C)=O (acetic anhydride). Run in C(C)N(CC)CC (triethyl amine). The product is C(C)(=O)NC1=CC=C(C=CCN2CCC(CC2)=C2C3=C(C=CC4=C2C=CC=C4)C=CC=C3)C=C1 (1-(4-Acetylaminocinnamyl)-4-(5H-dibenzo[a,d]cyclohepten-5-ylidene)piperidin). Yield: 92.3%. Reaction SMILES: [NH2:1][C:2]1[CH:31]=[CH:30][C:5]([CH:6]=[CH:7][CH2:8][N:9]2[CH2:14][CH2:13][C:12](=[C:15]3[C:21]4[CH:22]=[CH:23][CH:24]=[CH:25][C:20]=4[CH:19]=[CH:18][C:17]4[CH:26]=[CH:27][CH:28]=[CH:29][C:16]3=4)[CH2:11][CH2:10]2)=[CH:4][CH:3]=1.[C:32](OC(=O)C)(=[O:34])[CH3:33]>C(N(CC)CC)C>[C:32]([NH:1][C:2]1[CH:3]=[CH:4][C:5]([CH:6]=[CH:7][CH2:8][N:9]2[CH2:10][CH2:11][C:12](=[C:15]3[C:16]4[CH:29]=[CH:28][CH:27]=[CH:26][C:17]=4[CH:18]=[CH:19][C:20]4[CH:25]=[CH:24][CH:23]=[CH:22][C:21]3=4)[CH2:13][CH2:14]2)=[CH:30][CH:31]=1)(=[O:34])[CH3:33]. Procedure: 1-(4-Aminocinnamyl)-4-(5H-dibenzo[a,d]cyclohepten-5-ylidene)piperidine (compound 5) was N-acetylated by acetic anhydride using triethyl amine as base. Yield 92.3% Starting materials: C(C)(=O)OC1=CC(=NC=C1OC(C)=O)C(=O)O (4,5-diacetoxy-2-pyridinecarboxylic acid), P(Cl)(Cl)(Cl)(Cl)Cl (phosphorus pentachloride), C(C)(C)OC(C)C (diisopropyl ether). Run in C(Cl)Cl (methylene chloride). Yields the product Cl.C(C)(=O)OC1=CC(=NC=C1OC(C)=O)C(=O)Cl (4,5-diacetoxy-2-pyridinecarbonyl chloride hydrochloride). The yield is 158.5%. RXN SMILES: P(Cl)(Cl)(Cl)(Cl)[Cl:2].[C:7]([O:10][C:11]1[C:16]([O:17][C:18](=[O:20])[CH3:19])=[CH:15][N:14]=[C:13]([C:21]([OH:23])=O)[CH:12]=1)(=[O:9])[CH3:8].C(OC(C)C)(C)C>C(Cl)Cl>[ClH:2].[C:7]([O:10][C:11]1[C:16]([O:17][C:18](=[O:20])[CH3:19])=[CH:15][N:14]=[C:13]([C:21]([Cl:2])=[O:23])[CH:12]=1)(=[O:9])[CH3:8] |f:4.5|. Procedure: To a suspension of phosphorus pentachloride (4.6 g) in methylene chloride (40 ml) was added 4,5-diacetoxy-2-pyridinecarboxylic acid (4.5 g) at -20° C. with stirring. The stirring was continued for an hour at -18°~12° C. To the reaction mixture was added diisopropyl ether (80 ml) below 0° C. The resulting precipitates were collected by filtration, washed with diisopropyl ether and dried over phosphorus pentoxide to give 4,5-diacetoxy-2-pyridinecarbonyl chloride hydrochloride (5.15 g). Starting materials: CNC(=O)N (N-methyl urea), C(C)OC(C(C(=O)OCC)=COCC)=O (diethylethoxymethylenemalonate). Isolated yield 35.0%. RXN SMILES: [CH3:1][NH:2][C:3]([NH2:5])=[O:4].C(O[C:9](=[O:20])[C:10](=[CH:16]OCC)[C:11]([O:13][CH2:14][CH3:15])=[O:12])C>>[CH2:14]([O:13][C:11]([C:10]1[C:9](=[O:20])[N:2]([CH3:1])[C:3](=[O:4])[NH:5][CH:16]=1)=[O:12])[CH3:15]. Run at time 12 hour. Procedure: 74.08 g (1 mol) of N-methyl urea and 216.2 g (1 mol) diethylethoxymethylenemalonate were heated together at 122° C. for 24 hours, followed by 170° C. for 12 hours, to give the 3-methyluracil-5-carboxylic acid ethyl ester in 35% yield (following recrystallization from ethyl acetate). The product is C(C)OC(=O)C=1C(N(C(NC1)=O)C)=O (3-methyluracil-5-carboxylic acid ethyl ester).